Dataset: the Open Reaction Database (ORD), a public repository of structured organic reaction records. Task: describe an organic reaction: reactants, conditions, products, and yield The reactants are CCO, Cl, [Na+], C1CCOC1, [OH-], CCOC(=O)CCc1cn(Cc2ccc(OCc3csc(-c4ccccc4)n3)cc2)cc1-c1ccccc1. Yields the product O=C(O)CCc1cn(Cc2ccc(OCc3csc(-c4ccccc4)n3)cc2)cc1-c1ccccc1. As a reaction SMILES: [CH3:47][CH2:48][OH:49].[ClH:46].[Na+:40].[O:41]1[CH2:42][CH2:43][CH2:44][CH2:45]1.[OH-:39].[c:1]1(-[c:7]2[c:8]([CH2:32][CH2:33][C:34](=[O:35])[O:36][CH2:37][CH3:38])[cH:9][n:10]([CH2:12][c:13]3[cH:14][cH:15][c:16]([O:19][CH2:20][c:21]4[n:22][c:23](-[c:26]5[cH:27][cH:28][cH:29][cH:30][cH:31]5)[s:24][cH:25]4)[cH:17][cH:18]3)[cH:11]2)[cH:2][cH:3][cH:4][cH:5][cH:6]1>>[c:1]1(-[c:7]2[c:8]([CH2:32][CH2:33][C:34](=[O:35])[OH:36])[cH:9][n:10]([CH2:12][c:13]3[cH:14][cH:15][c:16]([O:19][CH2:20][c:21]4[n:22][c:23](-[c:26]5[cH:27][cH:28][cH:29][cH:30][cH:31]5)[s:24][cH:25]4)[cH:17][cH:18]3)[cH:11]2)[cH:2][cH:3][cH:4][cH:5][cH:6]1. Reactants: C(C)(C)(C)ONC=1C=NC=CC1S (3-(tert-butoxyamino)-4-mercaptopyridine), C(=O)O (formic acid). The product is S1C=NC=2C=NC=CC21 (Thiazolo[4,5-c]pyridine). As a reaction SMILES: C(O[NH:6][C:7]1[CH:8]=[N:9][CH:10]=[CH:11][C:12]=1[SH:13])(C)(C)C.[CH:14](O)=O>>[S:13]1[C:12]2[CH:11]=[CH:10][N:9]=[CH:8][C:7]=2[N:6]=[CH:14]1. Reported procedure: In formic acid (60 ml) was dissolved 3-(tert-butoxyamino)-4-mercaptopyridine (9.20 g), followed by heating under reflux for 4 hours. After the reaction mixture was concentrated under reduced pressure and a 5N aqueous solution (100 ml) of potassium hydroxide was added to the residue, the resulting mixture was extracted with ether. The organic layer was dried over anhydrous sodium sulfate and distilled under reduced pressure to remove the solvent. Diethyl ether was added to the residue and the sol... Reactants: BrCC1=C(C=CC2=C1C=CO2)Cl (4-bromomethyl-5-chloro-benzofuran), BrCC1=CC2=C(C=CO2)C=C1Cl (6-bromomethyl-5-chloro-benzofuran), C[N+]1(CCOCC1)[O-] (N-methylmorpholine-N-oxide). Run in C(C)#N (acetonitrile), C(C)#N (acetonitrile). Reported procedure: A solution of 4-bromomethyl-5-chloro-benzofuran mixture with 6-bromomethyl-5-chloro-benzofuran (30.54 g) in dry acetonitrile (80 ml) was added dropwise to a mixture of N-methylmorpholine-N-oxide (29.14 g) and 4 Å molecular sieves in dry acetonitrile (100 ml) at 100 under nitrogen. The mixture was stirred at room temperature for 5 h, filtered through hyflo and the filtrate evaporated. The residue was triturated under ether (100 ml) and filtered. The filtrate was evaporated and the residue recryst... Reaction conditions: time 5 hour. Yields the product ClC1=C(C=C(C=C1)OCC(OCC)OCC)C (1-Chloro-4-(2,2-diethoxy-ethoxy)-2-methyl-benzene). Reaction SMILES: Br[CH2:2][C:3]1[C:8]2[CH:9]=[CH:10][O:11][C:7]=2[CH:6]=[CH:5][C:4]=1[Cl:12].BrCC1C(Cl)=CC2[CH:19]=[CH:20][O:21]C=2C=1.C[N+]1([O-])CC[O:29][CH2:28][CH2:27]1>C(#N)C>[Cl:12][C:4]1[CH:5]=[CH:6][C:7]([O:11][CH2:10][CH:9]([O:21][CH2:20][CH3:19])[O:29][CH2:28][CH3:27])=[CH:8][C:3]=1[CH3:2]. Starting materials: BrBr (bromine), C(CC(=O)C)(=O)OCC (ethyl acetoacetate), O (water). Run in C(C)(=O)O (acetic acid). Conditions: time 8 hour. Product: BrCC(CC(=O)OCC)=O (Ethyl 4-bromo-3-oxobutyrate). RXN SMILES: [C:1]([O:7][CH2:8][CH3:9])(=[O:6])[CH2:2][C:3]([CH3:5])=[O:4].[Br:10]Br.O>C(O)(=O)C>[Br:10][CH2:5][C:3](=[O:4])[CH2:2][C:1]([O:7][CH2:8][CH3:9])=[O:6]. Reported procedure: 32.5 g (0.25 mol) of ethyl acetoacetate are dissolved in 64 ml of glacial acetic acid. 40 g (0.25 mol) of bromine are added dropwise to the cooled solution. The mixture is left to stand overnight and then poured into cold water. The oil obtained is washed with water, dried and distilled in a glass filter pump vacuum. Starting materials: CCCCCC1CCC(C=Cc2ccc(C3CCC(C(=O)OC)CC3)cc2)CC1, Cc1ccccc1, CCO. Product: CCCCCC1CCC(CCc2ccc(C3CCC(C(=O)OC)CC3)cc2)CC1. RXN SMILES: [CH3:1][O:2][C:3](=[O:4])[CH:5]1[CH2:6][CH2:7][CH:8]([c:11]2[cH:12][cH:13][c:14]([CH:17]=[CH:18][CH:19]3[CH2:20][CH2:21][CH:22]([CH2:25][CH2:26][CH2:27][CH2:28][CH3:29])[CH2:23][CH2:24]3)[cH:15][cH:16]2)[CH2:9][CH2:10]1.[CH3:30][c:31]1[cH:32][cH:33][cH:34][cH:35][cH:36]1.[CH3:37][CH2:38][OH:39]>>[CH3:1][O:2][C:3](=[O:4])[CH:5]1[CH2:6][CH2:7][CH:8]([c:11]2[cH:12][cH:13][c:14]([CH2:17][CH2:18][CH:19]3[CH2:20][CH2:21][CH:22]([CH2:25][CH2:26][CH2:27][CH2:28][CH3:29])[CH2:23][CH2:24]3)[cH:15][cH:16]2)[CH2:9][CH2:10]1. Reactants: ClCCl, CNC(=O)c1ccccc1Nc1nc(Nc2ccc3c(c2)NC(=O)CN(C(=O)OCc2ccccc2)C3)ncc1Cl, C[Si](C)(C)I. The product is CNC(=O)c1ccccc1Nc1nc(Nc2ccc3c(c2)NC(=O)CNC3)ncc1Cl. RXN SMILES: [CH2:47]([Cl:48])[Cl:49].[CH2:6]([O:7][C:8](=[O:9])[N:16]1[CH2:17][C:18](=[O:46])[NH:19][c:20]2[c:21]([cH:23][cH:24][c:25]([NH:27][c:28]3[n:29][cH:30][c:31]([Cl:45])[c:32]([NH:34][c:35]4[c:36]([C:41]([NH:42][CH3:43])=[O:44])[cH:37][cH:38][cH:39][cH:40]4)[n:33]3)[cH:26]2)[CH2:22]1)[c:10]1[cH:11][cH:12][cH:13][cH:14][cH:15]1.[I:1][Si:2]([CH3:3])([CH3:4])[CH3:5]>>[NH:16]1[CH2:17][C:18](=[O:46])[NH:19][c:20]2[c:21]([cH:23][cH:24][c:25]([NH:27][c:28]3[n:29][cH:30][c:31]([Cl:45])[c:32]([NH:34][c:35]4[c:36]([C:41]([NH:42][CH3:43])=[O:44])[cH:37][cH:38][cH:39][cH:40]4)[n:33]3)[cH:26]2)[CH2:22]1. Starting materials: OCC1=NC=2N(C=C1)C(=CN2)C=2C=C(C=CC2)C=2C(=CC=CC2)C#N (3′-(7-hydroxymethylimidazo[1,2-a]pyrimidin-3-yl)-biphenyl-2-carbonitrile), C(Br)(Br)(Br)Br (carbon tetrabromide), C1(=CC=CC=C1)P(C1=CC=CC=C1)C1=CC=CC=C1 (triphenylphosphine), [Na].N1N=CN=C1 (1,2,4-triazole sodium salt). The solvent is ClCCl (dichloromethane). Reaction conditions: time 18 hour. Product: N1(N=CN=C1)CC1=NC=2N(C=C1)C(=CN2)C=2C=C(C=CC2)C=2C(=CC=CC2)C#N (3′-[7-([1,2,4]triazol-1-ylmethyl)imidazo[1,2-a]pyrimidin-3-yl]biphenyl-2-carbonitrile). Isolated yield 13.1%. As a reaction SMILES: O[CH2:2][C:3]1[CH:8]=[CH:7][N:6]2[C:9]([C:12]3[CH:13]=[C:14]([C:18]4[C:19]([C:24]#[N:25])=[CH:20][CH:21]=[CH:22][CH:23]=4)[CH:15]=[CH:16][CH:17]=3)=[CH:10][N:11]=[C:5]2[N:4]=1.C(Br)(Br)(Br)Br.C1(P(C2C=CC=CC=2)C2C=CC=CC=2)C=CC=CC=1.[Na].[NH:51]1[CH:55]=[N:54][CH:53]=[N:52]1>ClCCl>[N:51]1([CH2:2][C:3]2[CH:8]=[CH:7][N:6]3[C:9]([C:12]4[CH:13]=[C:14]([C:18]5[C:19]([C:24]#[N:25])=[CH:20][CH:21]=[CH:22][CH:23]=5)[CH:15]=[CH:16][CH:17]=4)=[CH:10][N:11]=[C:5]3[N:4]=2)[CH:55]=[N:54][CH:53]=[N:52]1 |f:3.4,^1:49|. Procedure details: To a solution of 3′-(7-hydroxymethylimidazo[1,2-a]pyrimidin-3-yl)-biphenyl-2-carbonitrile (0.1 g, 0.31 mmol) in dichloromethane (5 ml) was added carbon tetrabromide (153 mg, 0.46 mmol) and triphenylphosphine (121 mg, 0.46 mmol). This mixture was stirred at ambient temperature for 6 h after which time 1,2,4-triazole sodium salt (84 mg, 0.93 mmol) was added and the reaction stirred at ambient temperature for a further 18 h. The solvent was removed in vacuo and the residue purified by silica gel ch... The reactants are C1=CC=CC2=NC3=CC=CC=C3C(=C12)NC=1C=C(N)C=C(C1)CO (3-(9-acridinylamino)-5-(hydroxymethyl)aniline), C(C)(C)(C)OC(=O)N[C@@H](C)C(=O)O (t-butoxycarbonyl-L-alanine). Product: C1=CC=CC2=NC3=CC=CC=C3C(=C12)NC=1C=C(NC(C(C)NC(OC(C)(C)C)=O)=O)C=C(C1)CO (t-butyl N-{2-[3-(acridin-9-yl)amino-5-(hydroxymethyl)anilino]-l-methyl-2-oxoethyl}carbamate). The yield is 77.2%. Reaction SMILES: [CH:1]1[C:14]2[C:5](=[N:6][C:7]3[C:12]([C:13]=2[NH:15][C:16]2[CH:17]=[C:18]([CH:20]=[C:21]([CH2:23][OH:24])[CH:22]=2)[NH2:19])=[CH:11][CH:10]=[CH:9][CH:8]=3)[CH:4]=[CH:3][CH:2]=1.[C:25]([O:29][C:30]([NH:32][C@H:33]([C:35](O)=[O:36])[CH3:34])=[O:31])([CH3:28])([CH3:27])[CH3:26]>>[CH:1]1[C:14]2[C:5](=[N:6][C:7]3[C:12]([C:13]=2[NH:15][C:16]2[CH:17]=[C:18]([CH:20]=[C:21]([CH2:23][OH:24])[CH:22]=2)[NH:19][C:35](=[O:36])[CH:33]([NH:32][C:30](=[O:31])[O:29][C:25]([CH3:27])([CH3:26])[CH3:28])[CH3:34])=[CH:11][CH:10]=[CH:9][CH:8]=3)[CH:4]=[CH:3][CH:2]=1. Procedure: 3-(9-acridinylamino)-5-(hydroxymethyl)aniline and t-butoxycarbonyl-L-alanine were reacted with the same method to the example 38 to give the titled compound. Reactants: SC=1OC2=C(N1)C=CC(=C2)C(=O)OC (Methyl 2-mercapto-1,3-benzoxazole-6-carboxylate), O=S(Cl)Cl (SOCl2), CN(C)C=O (DMF). Product: ClC=1OC2=C(N1)C=CC(=C2)C(=O)OC (Methyl 2chloro-1,3benzoxazole-6-carboxylate). RXN SMILES: S[C:2]1[O:3][C:4]2[CH:10]=[C:9]([C:11]([O:13][CH3:14])=[O:12])[CH:8]=[CH:7][C:5]=2[N:6]=1.O=S(Cl)[Cl:17].CN(C=O)C>>[Cl:17][C:2]1[O:3][C:4]2[CH:10]=[C:9]([C:11]([O:13][CH3:14])=[O:12])[CH:8]=[CH:7][C:5]=2[N:6]=1. Procedure: To Compound 4 (2 g, 9.5 mmol), SOCl2 (9.8 ml, 134 mmol) and DMF (0.8 mL, 10 mmol) was added at room temperature. The reaction mixture heated to reflux for 15 min. The solvent was removed under reduced pressure. The crude oil was azeotroped with xylene twice.